This data is from the Open Reaction Database (ORD), a public repository of structured organic reaction records. The task is: describe an organic reaction: reactants, conditions, products, and yield Reactants: N[C@@H]1CN(CC[C@@H]1NC(=O)C=1NC(=C(N1)Cl)CC)C=1SC2=C(N1)C=CC=C2C(=O)OCC (ethyl cis(±)-2-(3-amino-4-{[(4-chloro-5-ethyl-1H-imidazol-2-yl)carbonyl]amino}piperidin-1-yl)-1,3-benzothiazole-7-carboxylate), C(C)(=O)O[BH-](OC(C)=O)OC(C)=O.[Na+] (sodium (triacetoxy)borohydride), N[C@@H]1CN(CC[C@@H]1NC(=O)C=1NC(=C(N1)Cl)CC)C=1SC2=C(N1)C=CC=C2C(=O)OCC (Ethyl cis(±)-2-(3-amino-4-{[(4-chloro-5-ethyl-1H-imidazol-2-yl)carbonyl]amino}piperidin-1-yl)-1,3-benzothiazole-7-carboxylate), C(CCCCC)=O (1-hexanal). Product: ClC=1N=C(NC1CC)C(=O)N[C@@H]1[C@@H](CN(CC1)C=1SC2=C(N1)C=CC=C2C(=O)OCC)NCCCCCC (Ethyl cis(±)-2-[4-{[(4-chloro-5-ethyl-1H-imidazol-2-yl)carbonyl]amino}-3-(hexylamino)piperidin-1-yl]-1,3-benzothiazole-7-carboxylate). As a reaction SMILES: [NH2:1][C@H:2]1[C@@H:7]([NH:8][C:9]([C:11]2[NH:12][C:13]([CH2:17][CH3:18])=[C:14]([Cl:16])[N:15]=2)=[O:10])[CH2:6][CH2:5][N:4]([C:19]2[S:20][C:21]3[C:27]([C:28]([O:30][CH2:31][CH3:32])=[O:29])=[CH:26][CH:25]=[CH:24][C:22]=3[N:23]=2)[CH2:3]1.[CH:33](=O)[CH2:34][CH2:35][CH2:36][CH2:37][CH3:38].C(O[BH-](OC(=O)C)OC(=O)C)(=O)C.[Na+]>>[Cl:16][C:14]1[N:15]=[C:11]([C:9]([NH:8][C@H:7]2[CH2:6][CH2:5][N:4]([C:19]3[S:20][C:21]4[C:27]([C:28]([O:30][CH2:31][CH3:32])=[O:29])=[CH:26][CH:25]=[CH:24][C:22]=4[N:23]=3)[CH2:3][C@H:2]2[NH:1][CH2:33][CH2:34][CH2:35][CH2:36][CH2:37][CH3:38])=[O:10])[NH:12][C:13]=1[CH2:17][CH3:18] |f:2.3|. Procedure: The same operation as in Example (77d) was performed using ethyl cis(±)-2-(3-amino-4-{[(4-chloro-5-ethyl-1H-imidazol-2-yl)carbonyl]amino}piperidin-1-yl)-1,3-benzothiazole-7-carboxylate obtained by the method described in Example (81e) (30 mg, 0.063 mmol), 1-hexanal (22 μl, 0.18 mmol) and sodium (triacetoxy)borohydride (175 mg, 0.83 mmol), to obtain 28.4 mg of the title compound as a colorless oily substance (80%). Procedure: A mixture of the azo dye, 1-(2,5-dichlorophenylazo)-5-(m-dioctadecylcarbamoylbenzenesulfonamido)-2-naphthol (10.2 g, 0.01 mol) and 10 percent palladium on carbon (1.5 g) was hydrogenated at 40 psi and room temperature for 2 hours. The catalyst was filtered and the solution kept under nitrogen during its immediate use in the above reaction. Product: NC1=C(C=CC2=C(C=CC=C12)NS(=O)(=O)C1=CC(=CC=C1)C(N(CCCCCCCCCCCCCCCCCC)CCCCCCCCCCCCCCCCCC)=O)O (1-Amino-5-(m-dioctadecylcarbamoylbenzenesulfonamido)-2-naphthol). Reaction SMILES: ClC1C=CC(Cl)=CC=1N=[N:10][C:11]1[C:20]2[C:15](=[C:16]([NH:21][S:22]([C:25]3[CH:30]=[CH:29][CH:28]=[C:27]([C:31](=[O:69])[N:32]([CH2:51][CH2:52][CH2:53][CH2:54][CH2:55][CH2:56][CH2:57][CH2:58][CH2:59][CH2:60][CH2:61][CH2:62][CH2:63][CH2:64][CH2:65][CH2:66][CH2:67][CH3:68])[CH2:33][CH2:34][CH2:35][CH2:36][CH2:37][CH2:38][CH2:39][CH2:40][CH2:41][CH2:42][CH2:43][CH2:44][CH2:45][CH2:46][CH2:47][CH2:48][CH2:49][CH3:50])[CH:26]=3)(=[O:24])=[O:23])[CH:17]=[CH:18][CH:19]=2)[CH:14]=[CH:13][C:12]=1[OH:70]>[Pd]>[NH2:10][C:11]1[C:20]2[C:15](=[C:16]([NH:21][S:22]([C:25]3[CH:30]=[CH:29][CH:28]=[C:27]([C:31](=[O:69])[N:32]([CH2:51][CH2:52][CH2:53][CH2:54][CH2:55][CH2:56][CH2:57][CH2:58][CH2:59][CH2:60][CH2:61][CH2:62][CH2:63][CH2:64][CH2:65][CH2:66][CH2:67][CH3:68])[CH2:33][CH2:34][CH2:35][CH2:36][CH2:37][CH2:38][CH2:39][CH2:40][CH2:41][CH2:42][CH2:43][CH2:44][CH2:45][CH2:46][CH2:47][CH2:48][CH2:49][CH3:50])[CH:26]=3)(=[O:24])=[O:23])[CH:17]=[CH:18][CH:19]=2)[CH:14]=[CH:13][C:12]=1[OH:70]. The reagents and catalysts are [Pd] (palladium on carbon). Reactants: azo, ClC1=C(C=C(C=C1)Cl)N=NC1=C(C=CC2=C(C=CC=C12)NS(=O)(=O)C1=CC(=CC=C1)C(N(CCCCCCCCCCCCCCCCCC)CCCCCCCCCCCCCCCCCC)=O)O (1-(2,5-dichlorophenylazo)-5-(m-dioctadecylcarbamoylbenzenesulfonamido)-2-naphthol). The reactants are NC=1N=CC2=C(N1)N=C(C(=C2)C2=C(C=CC=C2Cl)Cl)N (2,7-diamino-6-(2,6-dichlorophenyl)-pyrido[2,3-d]pyrimidine), CN(CCCN)C (3-(dimethylamino)propylamine). As a reaction SMILES: [NH2:1][C:2]1[N:3]=[CH:4][C:5]2[CH:11]=[C:10]([C:12]3[C:17]([Cl:18])=[CH:16][CH:15]=[CH:14][C:13]=3[Cl:19])[C:9]([NH2:20])=[N:8][C:6]=2[N:7]=1.[CH3:21][N:22]([CH3:27])[CH2:23][CH2:24][CH2:25]N>>[NH2:20][C:9]1[C:10]([C:12]2[C:17]([Cl:18])=[CH:16][CH:15]=[CH:14][C:13]=2[Cl:19])=[CH:11][C:5]2[CH:4]=[N:3][C:2]([NH:1][CH2:25][CH2:24][CH2:23][N:22]([CH3:27])[CH3:21])=[N:7][C:6]=2[N:8]=1. Procedure: The title compound was prepared as in Example 20 by reacting 3.0 g of 2,7-diamino-6-(2,6-dichlorophenyl)-pyrido[2,3-d]pyrimidine from Example 1 and 60 mL of 3-(dimethylamino)propylamine to give the title compound. The product is NC=1C(=CC2=C(N=C(N=C2)NCCCN(C)C)N1)C1=C(C=CC=C1Cl)Cl (7-Amino-6-(2,6-dichlorophenyl)-2-(3-dimethylamino-propylamino)-pyrido[2,3-d]pyrimidine). Starting materials: [H-].[Na+] (Sodium hydride), [Si](C)(C)(C(C)(C)C)OC=1C=C2C=NNC2=CC1 (5-{[tert-butyl(dimethyl)silyl]oxy}-1H-indazole), C1CCOC1 (THF). The solvent is CCOC(=O)C (EtOAc). Conditions: time 15 minute. The product is [Si](C)(C)(C(C)(C)C)OC=1C=C2C=NN(C2=CC1)C(C)C (5-{[tert-Butyl(dimethyl)silyl]oxy}-1-isopropyl-1H-indazole). Yield: 20.0%. Reaction SMILES: [H-].[Na+].[Si:3]([O:10][C:11]1[CH:12]=[C:13]2[C:17](=[CH:18][CH:19]=1)[NH:16][N:15]=[CH:14]2)([C:6]([CH3:9])([CH3:8])[CH3:7])([CH3:5])[CH3:4].[CH2:20]1[CH2:24]OC[CH2:21]1>CCOC(C)=O>[Si:3]([O:10][C:11]1[CH:12]=[C:13]2[C:17](=[CH:18][CH:19]=1)[N:16]([CH:20]([CH3:24])[CH3:21])[N:15]=[CH:14]2)([C:6]([CH3:9])([CH3:7])[CH3:8])([CH3:5])[CH3:4] |f:0.1|. Reported procedure: Sodium hydride (60% oil dispersion, 211 mg, 5.28 mmol) was added to a solution of 5-{[tert-butyl(dimethyl)silyl]oxy}-1H-indazole (Preparation 41, 1.09 g, 4.40 mmol) in THF (10 mL) and stirred at room temperature for 15 minutes. The solution was then heated at 50° C. for 18 hours, then at reflux for 8 hours. The reaction mixture was diluted with EtOAc and washed with water, 0.5 N aqueous citric acid solution and brine, then dried over magnesium sulfate, filtered and concentrated in vacuo. The res... Reactants: S(=O)(Cl)Cl (Thionyl chloride), CO (methanol), [N+](=O)([O-])C1=CC=C(C=C1)C=CC(=O)O (3-(4-nitrophenyl)-acrylic acid). Reaction conditions: temperature 40 celsius, time 1 hour. Product: COC(C=CC1=CC=C(C=C1)[N+](=O)[O-])=O (3-(4-Nitro-phenyl)-acrylic acid methyl ester), crystals. Yield: 96.0%. RXN SMILES: S(Cl)(Cl)=O.[N+:5]([C:8]1[CH:13]=[CH:12][C:11]([CH:14]=[CH:15][C:16]([OH:18])=[O:17])=[CH:10][CH:9]=1)([O-:7])=[O:6].[CH3:19]O>>[CH3:19][O:17][C:16](=[O:18])[CH:15]=[CH:14][C:11]1[CH:10]=[CH:9][C:8]([N+:5]([O-:7])=[O:6])=[CH:13][CH:12]=1. Reported procedure: Thionyl chloride (28.8 ml, 0.4 mol) was added dropwise to methanol (450 ml) at −10° C. temperature. To the obtained solution was added 3-(4-nitrophenyl)-acrylic acid (71) (38.63 g, 0.2 mol) and the reaction mixture was stirred at 0° C. for 3 hours, at ambient temperature for 24 hours and at 40° C. for 1 hour. The resulting precipitate was filtered, washed with methanol (2×10 ml) and dried affording the title compound in a form of yellow crystals (39.55 g, 96%). 1H NMR (DMSO-d6, HMDSO), δ: 3.69 (... Starting materials: COCCOCCOC, O=CCOCCCCOc1c(Cl)cc(OCC=C(Cl)Cl)cc1Cl, O=C([O-])C(F)(F)Cl, [Na+], O, c1ccc(P(c2ccccc2)c2ccccc2)cc1. Product: FC(F)=CCOCCCCOc1c(Cl)cc(OCC=C(Cl)Cl)cc1Cl. As a reaction SMILES: [CH3:52][O:53][CH2:54][CH2:55][O:56][CH2:57][CH2:58][O:59][CH3:60].[Cl:1][c:2]1[c:3]([O:4][CH2:5][CH2:6][CH2:7][CH2:8][O:9][CH2:10][CH:11]=[O:12])[c:13]([Cl:23])[cH:14][c:15]([O:17][CH2:18][CH:19]=[C:20]([Cl:21])[Cl:22])[cH:16]1.[Cl:43][C:44]([C:45]([O-:46])=[O:47])([F:48])[F:49].[Na+:50].[OH2:51].[c:24]1([P:25]([c:26]2[cH:27][cH:28][cH:29][cH:30][cH:31]2)[c:32]2[cH:33][cH:34][cH:35][cH:36][cH:37]2)[cH:38][cH:39][cH:40][cH:41][cH:42]1>>[Cl:1][c:2]1[c:3]([O:4][CH2:5][CH2:6][CH2:7][CH2:8][O:9][CH2:10][CH:11]=[C:44]([F:48])[F:49])[c:13]([Cl:23])[cH:14][c:15]([O:17][CH2:18][CH:19]=[C:20]([Cl:21])[Cl:22])[cH:16]1.